This data is from the Open Reaction Database (ORD), a public repository of structured organic reaction records. The task is: describe an organic reaction: reactants, conditions, products, and yield Reactants: C(C)(C)(C)OC(=O)N[C@H](C(=O)OC(C)(C)C)CCCCC(C(=O)C1N(C(SC1)(C)C)C=O)C(=O)OC (t-Butyl (2S)-2-(tert-butoxycarbonylamino)-8-(3-formyl-2,2-dimethyl thiazolidin-4-yl)-7-methoxycarbonyl-8-oxooctanoate), Cl (HCl). The product is Cl.Cl.N[C@H](C(=O)O)CCCCCC(C(CS)N)=O ((2S)-2,9-Diamino-10-mercapto-8-oxodecanoic acid dihydrochloride). As a reaction SMILES: C(OC([NH:8][C@@H:9]([CH2:17][CH2:18][CH2:19][CH2:20][CH:21](C(OC)=O)[C:22]([CH:24]1[CH2:28][S:27]C(C)(C)[N:25]1C=O)=[O:23])[C:10]([O:12]C(C)(C)C)=[O:11])=O)(C)(C)C.[ClH:37]>>[ClH:37].[ClH:37].[NH2:8][C@@H:9]([CH2:17][CH2:18][CH2:19][CH2:20][CH2:21][C:22](=[O:23])[CH:24]([NH2:25])[CH2:28][SH:27])[C:10]([OH:12])=[O:11] |f:2.3.4|. Procedure details: A solution of ketone 31 (401 mg, 0.76 mmol) in 4M HCl (6 mL) was refluxed for 2 hrs. The reaction mixture was cooled to room temperature and evaporated in vacuo to give the title compound 32 as a yellow oil that was used in subsequent biochemical studies without any further purification. The reactants are N#Cc1ccc(Oc2ccc(Br)c(C3OCCO3)c2)nc1Cl, N#Cc1ccc(Cl)nc1Oc1ccc(Br)c(C2OCCO2)c1, N#Cc1ccc(Oc2ccc(Br)c(C3OCCO3)c2)nc1Cl, COCCN, CC#N. Product: COCCNc1ccc(C#N)c(Oc2ccc(Br)c(C3OCCO3)c2)n1. RXN SMILES: [Br:1][c:2]1[cH:3][cH:4][c:5]([O:6][c:7]2[cH:8][cH:9][c:10]([C:11]#[N:12])[c:13]([Cl:14])[n:15]2)[cH:16][c:17]1[CH:18]1[O:19][CH2:20][CH2:21][O:22]1.[Br:23][c:24]1[c:25]([CH:40]2[O:41][CH2:42][CH2:43][O:44]2)[cH:26][c:27]([O:28][c:29]2[c:30]([C:31]#[N:32])[cH:33][cH:34][c:35]([Cl:37])[n:36]2)[cH:38][cH:39]1.[Br:45][c:46]1[cH:47][cH:48][c:49]([O:50][c:51]2[cH:52][cH:53][c:54]([C:55]#[N:56])[c:57]([Cl:58])[n:59]2)[cH:60][c:61]1[CH:62]1[O:63][CH2:64][CH2:65][O:66]1.[CH3:67][O:68][CH2:69][CH2:70][NH2:71].[CH3:72][C:73]#[N:74]>>[Br:23][c:24]1[c:25]([CH:40]2[O:41][CH2:42][CH2:43][O:44]2)[cH:26][c:27]([O:28][c:29]2[c:30]([C:31]#[N:32])[cH:33][cH:34][c:35]([NH:71][CH2:70][CH2:69][O:68][CH3:67])[n:36]2)[cH:38][cH:39]1.